This data is from the Open Reaction Database (ORD), a public repository of structured organic reaction records. The task is: describe an organic reaction: reactants, conditions, products, and yield Reactants: FC(C(=O)O)(F)F (trifluoroacetic acid), BrC1=C2C[C@@H](N(CC2=CC=C1)C(=O)OC(C)(C)C)CO (tert-butyl (3R)-5-bromo-3-(hydroxymethyl)-3,4-dihydro-1H-isoquinoline-2-carboxylate). The solvent is ClCCl (dichloromethane). Conditions: time 30 minute. The product is BrC1=C2C[C@@H](NCC2=CC=C1)CO ([(3R)-5-bromo-1,2,3,4-tetrahydroisoquinolin-3-yl]methanol). As a reaction SMILES: FC(F)(F)C(O)=O.[Br:8][C:9]1[CH:18]=[CH:17][CH:16]=[C:15]2[C:10]=1[CH2:11][C@H:12]([CH2:26][OH:27])[N:13](C(OC(C)(C)C)=O)[CH2:14]2>ClCCl>[Br:8][C:9]1[CH:18]=[CH:17][CH:16]=[C:15]2[C:10]=1[CH2:11][C@H:12]([CH2:26][OH:27])[NH:13][CH2:14]2. Reported procedure: Add trifluoroacetic acid (75.5 mL, 998.3 mmol) to solution of tert-butyl (3R)-5-bromo-3-(hydroxymethyl)-3,4-dihydro-1H-isoquinoline-2-carboxylate (15.5 g, 45.3 mmol) in dichloromethane (226 mL) at room temperature. Stir 30 min and concentrate under reduced pressure. Dry under vacuum to give [(3R)-5-bromo-1,2,3,4-tetrahydroisoquinolin-3-yl]methanol; 2,2,2-trifluoroacetic acid as a wet solid. Dissolve [(3R)-5-bromo-1,2,3,4-tetrahydroisoquinolin-3-yl]methanol; 2,2,2-trifluoroacetic acid in dichloro... Reactants: OC1=C(C=CC=C1)C(CC(CC(=O)C1=CSC=C1)C1=CC2=C(C=C1)OCO2)=O (1-(2-hydroxyphenyl)-3-(3,4-methylenedioxyphenyl)-5-(thiophen-3-yl)-1,5-pentanedione), resin, NH4OAc, CC(=O)O (AcOH), CN(C=O)C (dimethylformamide). Conditions: temperature 100 celsius. The product is O1COC2=C1C=CC(=C2)C2=CC(=NC(=C2)C2=CSC=C2)C2=C(C=CC=C2)O (2-(4-benzo[1,3]dioxol-5-yl-6-thiophen-3-yl-pyridin-2-yl)-phenol). As a reaction SMILES: [OH:1][C:2]1[CH:7]=[CH:6][CH:5]=[CH:4][C:3]=1[C:8](=O)[CH2:9][CH:10]([C:19]1[CH:24]=[CH:23][C:22]2[O:25][CH2:26][O:27][C:21]=2[CH:20]=1)[CH2:11][C:12]([C:14]1[CH:18]=[CH:17][S:16][CH:15]=1)=O.CC(O)=O.C[N:34](C)C=O>>[O:25]1[C:22]2[CH:23]=[CH:24][C:19]([C:10]3[CH:11]=[C:12]([C:14]4[CH:18]=[CH:17][S:16][CH:15]=4)[N:34]=[C:8]([C:3]4[CH:4]=[CH:5][CH:6]=[CH:7][C:2]=4[OH:1])[CH:9]=3)=[CH:20][C:21]=2[O:27][CH2:26]1. Procedure: A mixture of 1-(2-hydroxyphenyl)-3-(3,4-methylenedioxyphenyl)-5-(thiophen-3-yl)-1,5-pentanedione on Wang resin (2.0 g, 1.76 mmol), NH4OAc (1.0 g), and AcOH (1.5 mL) in dimethylformamide (40 mL) was heated at 100° C. for 18 h. The resin was filtered, and washed with dimethylformamide (×2) and alternating MeOH and CH2Cl2 (×5), and dried under high vacuum overnight. The dried resin was treated with 50% TFA/CH2Cl2 (15 mL) for 1 h. After filtration of the reaction mixture, the filtrate was concentrat... Reported procedure: The racemic N-protected mono-ester of formula 18 is then dissolved in a suitable lower alkanol solvent at about the solvent reflux temperature along with a suitable optically active base, and the resulting salt allowed to crystallize as the solution cools to provide the optically resolved salt of either the (R)-18 or (S)-18. (It is preferred to recrystallize the resulting optically active salt to obtain a higher degree of purity.) For example, (RS)-1-(2-methoxyethoxy)methyl-2,6-dimethyl-3-carbom... Reaction SMILES: [CH3:1][O:2][CH2:3][CH2:4][O:5][CH2:6][N:7]1[C:12]([CH3:13])=[C:11]([C:14]([OH:16])=[O:15])[CH:10]([C:17]2[CH:22]=[CH:21][CH:20]=[C:19]([N+:23]([O-:25])=[O:24])[CH:18]=2)[C:9]([C:26]([O:28][CH3:29])=[O:27])=[C:8]1[CH3:30].C=C[C@@H]1[C@@H]2C[C@@H]([C@H](O)C3C=CN=C4C=CC=CC=34)N(CC2)C1>CCO>[CH3:1][O:2][CH2:3][CH2:4][O:5][CH2:6][N:7]1[C:12]([CH3:13])=[C:11]([C:14]([OH:16])=[O:15])[C@@H:10]([C:17]2[CH:22]=[CH:21][CH:20]=[C:19]([N+:23]([O-:25])=[O:24])[CH:18]=2)[C:9]([C:26]([O:28][CH3:29])=[O:27])=[C:8]1[CH3:30]. The solvent is lower alkanol, CCO (EtOH). Conditions: time 8 hour. Product: COCCOCN1C(=C([C@@H](C(=C1C)C(=O)O)C1=CC(=CC=C1)[N+](=O)[O-])C(=O)OC)C ((R)-1-(2-methoxyethoxy)methyl-2,6-dimethyl-3-carbomethoxy-4-(3-nitrophenyl)-5-carboxy-1,4-dihydropyridine). Reactants: COCCOCN1C(=C(C(C(=C1C)C(=O)O)C1=CC(=CC=C1)[N+](=O)[O-])C(=O)OC)C ((RS)-1-(2-methoxyethoxy)methyl-2,6-dimethyl-3-carbomethoxy-4-(3-nitrophenyl)-5-carboxy-1,4-dihydropyridine), C=C[C@H]1CN2CC[C@H]1C[C@H]2[C@@H](C=3C=CN=C4C3C=CC=C4)O (cinchonidine), mono-ester, formula 18. Starting materials: Cl.C(C=C)NCC=C (diallylamine hydrochloride), C(C)(=O)OC(C)=O (acetic anhydride), O (Water). The solvent is N1=CC=CC=C1 (pyridine). Reaction conditions: time 10 hour. The product is C(C)(=O)N(CC=C)CC=C (N-acetyldiallylamine). Yield: 90.2%. Reaction SMILES: Cl.[CH2:2]([NH:5][CH2:6][CH:7]=[CH2:8])[CH:3]=[CH2:4].[C:9](OC(=O)C)(=[O:11])[CH3:10].O>N1C=CC=CC=1>[C:9]([N:5]([CH2:6][CH:7]=[CH2:8])[CH2:2][CH:3]=[CH2:4])(=[O:11])[CH3:10] |f:0.1|. Reported procedure: In 10 ml of pyridine was dissolved 0.5 g of diallylamine hydrochloride, and 1.0 g of acetic anhydride was added to the solution. The mixture was stirred at room temperature for 10 hours. Water was added to the mixture and the mixture was extracted with chloroform. The chloroform layer was washed with 0.01 N aqueous HCl solution, 1% aqueous sodium bicarbonate solution and finally with water, and concentrated to obtain 0.47 g of N-acetyldiallylamine [IR: 1640 cm-1, 1H-NMR δH 2.08 (3H), 3.94(4H), 5...